Dataset: the Open Reaction Database (ORD), a public repository of structured organic reaction records. Task: describe an organic reaction: reactants, conditions, products, and yield Starting materials: O=C([O-])[O-], C=CCBr, CC(C)=O, [K+], [K+], CCOC(=O)C(C)c1ccc(O)c([N+](=O)[O-])c1. The product is C=CCOc1ccc(C(C)C(=O)OCC)cc1[N+](=O)[O-]. As a reaction SMILES: [C:22](=[O:23])([O-:24])[O-:25].[CH2:18]([CH:19]=[CH2:20])[Br:21].[CH3:28][C:29](=[O:30])[CH3:31].[K+:26].[K+:27].[N+:1](=[O:2])([O-:3])[c:4]1[cH:5][c:6]([CH:11]([C:12](=[O:13])[O:14][CH2:15][CH3:16])[CH3:17])[cH:7][cH:8][c:9]1[OH:10]>>[N+:1](=[O:2])([O-:3])[c:4]1[cH:5][c:6]([CH:11]([C:12](=[O:13])[O:14][CH2:15][CH3:16])[CH3:17])[cH:7][cH:8][c:9]1[O:10][CH2:20][CH:19]=[CH2:18]. Starting materials: O=Cc1ccccc1, CCOP(=O)(CS(=O)(=O)c1ncc(Cl)cn1)OCC, [H-], [Na+], O, c1ccccc1. The product is O=S(=O)(C=Cc1ccccc1)c1ncc(Cl)cn1. As a reaction SMILES: [CH:22](=[O:23])[c:24]1[cH:25][cH:26][cH:27][cH:28][cH:29]1.[Cl:3][c:4]1[cH:5][n:6][c:7]([S:10](=[O:11])(=[O:12])[CH2:13][P:14]([O:15][CH2:16][CH3:17])(=[O:18])[O:19][CH2:20][CH3:21])[n:8][cH:9]1.[H-:1].[Na+:2].[OH2:30].[cH:31]1[cH:32][cH:33][cH:34][cH:35][cH:36]1>>[Cl:3][c:4]1[cH:5][n:6][c:7]([S:10](=[O:11])(=[O:12])[CH:13]=[CH:22][c:24]2[cH:25][cH:26][cH:27][cH:28][cH:29]2)[n:8][cH:9]1. Solvent: C1(=CC=CC=C1)C (Toluene). Reaction SMILES: [CH2:1]([O:3][C:4]([C:6]1([C:13](=[O:15])[CH3:14])[CH2:11][CH2:10][C:9](=O)[CH2:8][CH2:7]1)=[O:5])[CH3:2].[CH2:16]([NH2:23])[C:17]1[CH:22]=[CH:21][CH:20]=[CH:19][CH:18]=1.O.C1(C)C=CC(S(O)(=O)=O)=CC=1>C1(C)C=CC=CC=1>[CH2:1]([O:3][C:4]([C:6]12[CH2:11][CH2:10][C:9]([NH:23][CH2:16][C:17]3[CH:22]=[CH:21][CH:20]=[CH:19][CH:18]=3)([CH2:8][CH2:7]1)[CH2:14][C:13]2=[O:15])=[O:5])[CH3:2] |f:2.3|. Procedure: Toluene (100 mL) was added to 1-acetyl-4-oxocyclohexyl carboxylic acid ethyl ester (8.0 g, 38 mmol) and then the resulting mixture was stirred. To the mixture, there were added benzylamine (5.3 mL, 49 mmol) and p-toluenesulfonic acid monohydrate (76 mg, 0.40 mmol). The mixture was refluxed for 8 hours with a Dean-Stark apparatus under the dehydration conditions. After cooled to room temperature, the mixture was concentrated under reduced pressure to give a crude product. The resulting crude prod... Reactants: crude product, C(C1=CC=CC=C1)N (benzylamine), O.C1(=CC=C(C=C1)S(=O)(=O)O)C (p-toluenesulfonic acid monohydrate), C(C)OC(=O)C1(CCC(CC1)=O)C(C)=O (1-acetyl-4-oxocyclohexyl carboxylic acid ethyl ester). Yields the product C(C)OC(=O)C12C(CC(CC1)(CC2)NCC2=CC=CC=C2)=O (4-(Benzylamino)-2-oxobicyclo[2.2.2]octane-1-carboxylic acid ethyl ester).